This data is from the Open Reaction Database (ORD), a public repository of structured organic reaction records. The task is: describe an organic reaction: reactants, conditions, products, and yield Starting materials: [NH4+].[OH-] (NH4OH), ClC=1C=C(CN2C(C3=C(C(NC(=C3CC2)C(=O)N(C)C)=O)OC)=O)C=CC1F (6-(3-chloro-4-fluorobenzyl)-4-methoxy-N,N-dimethyl-3,5-dioxo-2,3,5,6,7,8-hexahydro-2,6-naphthyridine-1-carboxamide), B(C=1C=CC(=CC1)C)(O)O (p-tolylboronic acid), 4A, N1=CC=CC=C1 (pyridine). Reagents/catalysts: C(C)(=O)[O-].[Cu+2].C(C)(=O)[O-] (copper (II) acetate). The solvent is CO (methanol), ClCCl (dichloromethane). Run at time 8 hour. Yields the product ClC=1C=C(CN2C(C3=C(C(N(C(=C3CC2)C(=O)N(C)C)C2=CC=C(C=C2)C)=O)OC)=O)C=CC1F (6-(3-Chloro-4-fluorobenzyl)-4-methoxy-N,N-dimethyl-2-(4-methyl-phenyl)-3,5-dioxo-2,3,5,6,7,8-hexahydro-2,6-naphthyridine-1-carboxamide). As a reaction SMILES: [Cl:1][C:2]1[CH:3]=[C:4]([CH:25]=[CH:26][C:27]=1[F:28])[CH2:5][N:6]1[CH2:15][CH2:14][C:13]2[C:8](=[C:9]([O:22][CH3:23])[C:10](=[O:21])[NH:11][C:12]=2[C:16]([N:18]([CH3:20])[CH3:19])=[O:17])[C:7]1=[O:24].B(O)(O)[C:30]1[CH:31]=[CH:32][C:33]([CH3:36])=[CH:34][CH:35]=1.N1C=CC=CC=1.[NH4+].[OH-]>ClCCl.C([O-])(=O)C.[Cu+2].C([O-])(=O)C.CO>[Cl:1][C:2]1[CH:3]=[C:4]([CH:25]=[CH:26][C:27]=1[F:28])[CH2:5][N:6]1[CH2:15][CH2:14][C:13]2[C:8](=[C:9]([O:22][CH3:23])[C:10](=[O:21])[N:11]([C:30]3[CH:35]=[CH:34][C:33]([CH3:36])=[CH:32][CH:31]=3)[C:12]=2[C:16]([N:18]([CH3:19])[CH3:20])=[O:17])[C:7]1=[O:24] |f:3.4,6.7.8|. Procedure: A mixture of 6-(3-chloro-4-fluorobenzyl)-4-methoxy-N,N-dimethyl-3,5-dioxo-2,3,5,6,7,8-hexahydro-2,6-naphthyridine-1-carboxamide (0.10 g, 0.25 mmol), p-tolylboronic acid (0.13 g, 0.98 mmol), copper (II) acetate (67 mg, 0.37 mmol), activated molecular sieves type 4A (1 g), and pyridine (40 mg, 0.50 mmol) in dichloromethane (12 mL) was stirred at room temperature overnight. The reaction mixture was treated with a mixture of aqueous NH4OH (1 mL, 1M) and methanol (3 mL). After stirring at room temper...